This data is from the Open Reaction Database (ORD), a public repository of structured organic reaction records. The task is: describe an organic reaction: reactants, conditions, products, and yield The reactants are ClC=1C(=NC=NC1Cl)N (5,6-dichloropyrimidin-4-amine), C(C)(C)(C)OC(=O)N1CC2(C1)CC(C2)N (6-amino-2-aza-spiro[3.3]heptane-2-carboxylic acid tert-butyl ester), O(C1=CC=CC=C1)C1=CC=C(C=C1)B(O)O ((4-phenoxyphenyl)boronic acid), ClCCS(=O)(=O)Cl (2-chloro-ethanesulfonyl chloride). Yields the product ClCCS(=O)(=O)N1CC2(C1)CC(C2)NC2=NC=NC(=C2C2=CC=C(C=C2)OC2=CC=CC=C2)N (N4-(2-((2-chloroethyl)sulfonyl)-2-azaspiro[3.3]heptan-6-yl)-5-(4-phenoxyphenyl)pyrimidine-4,6-diamine). Isolated yield 11.2%. RXN SMILES: Cl[C:2]1[C:3]([NH2:9])=[N:4][CH:5]=[N:6][C:7]=1Cl.C(OC([N:17]1[CH2:20][C:19]2([CH2:23][CH:22]([NH2:24])[CH2:21]2)[CH2:18]1)=O)(C)(C)C.[O:25]([C:32]1[CH:37]=[CH:36][C:35](B(O)O)=[CH:34][CH:33]=1)[C:26]1[CH:31]=[CH:30][CH:29]=[CH:28][CH:27]=1.[Cl:41][CH2:42][CH2:43][S:44](Cl)(=[O:46])=[O:45]>>[Cl:41][CH2:42][CH2:43][S:44]([N:17]1[CH2:18][C:19]2([CH2:21][CH:22]([NH:24][C:7]3[C:2]([C:29]4[CH:30]=[CH:31][C:26]([O:25][C:32]5[CH:37]=[CH:36][CH:35]=[CH:34][CH:33]=5)=[CH:27][CH:28]=4)=[C:3]([NH2:9])[N:4]=[CH:5][N:6]=3)[CH2:23]2)[CH2:20]1)(=[O:46])=[O:45]. Procedure: N4-(2-((2-chloroethyl)sulfonyl)-2-azaspiro[3.3]heptan-6-yl)-5-(4-phenoxyphenyl)pyrimidine-4,6-diamine (10.5 mg, 11.2%) was prepared from 5,6-dichloropyrimidin-4-amine, 6-amino-2-aza-spiro[3.3]heptane-2-carboxylic acid tert-butyl ester, (4-phenoxyphenyl)boronic acid and 2-chloro-ethanesulfonyl chloride according to general scheme 3 using methods S1, S2, S3, and S4C. HPLC purity 95%. MS: m/z=501 [M+H]+. 1H NMR (CD3OD) δ 8.24 (s, 1H), 7.10-7.47 (m, 9H), 6.70 (m, 1H), 6.19 (d, 1H), 6.01 (d, 1H), 4.6... Starting materials: O1N=C(C=C1)C=1C(=C(C(=O)OC)C=CC1S(=O)(=O)C)C (methyl 3-(isoxazol-3-yl)-4-methylsulfonyl-2-methylbenzoate), [OH-].[Na+] (sodium hydroxide), Cl (hydrochloric acid), ice water. Solvent: C(C)O (ethanol). Run at time 2 day. Product: O1N=C(C=C1)C=1C(=C(C(=O)O)C=CC1S(=O)(=O)C)C (3-(isoxazol-3-yl)-4-methylsulfonyl-2-methylbenzoic acid). Isolated yield 73.5%. RXN SMILES: [O:1]1[CH:5]=[CH:4][C:3]([C:6]2[C:7]([CH3:20])=[C:8]([CH:13]=[CH:14][C:15]=2[S:16]([CH3:19])(=[O:18])=[O:17])[C:9]([O:11]C)=[O:10])=[N:2]1.[OH-].[Na+].Cl>C(O)C>[O:1]1[CH:5]=[CH:4][C:3]([C:6]2[C:7]([CH3:20])=[C:8]([CH:13]=[CH:14][C:15]=2[S:16]([CH3:19])(=[O:18])=[O:17])[C:9]([OH:11])=[O:10])=[N:2]1 |f:1.2|. Procedure: To 0.80 g of methyl 3-(isoxazol-3-yl)-4-methylsulfonyl-2-methylbenzoate were added 8 ml of ethanol and 8 ml of a 1N sodium hydroxide solution to stir at room temperature for 2 days. The reaction solution was poured into ice water, acidified with hydrochloric acid and extracted with ethyl acetate. The organic layer was washed with water, then with a saturated sodium chloride solution, and dried over anhydrous magnesium sulfate. The solvent was distilled out under reduced pressure to give 0.56 g o... The reactants are CN1N=C(C=C1)S(=O)(=O)Cl (1-methyl-1H-pyrazole-3-sulfonyl chloride), [OH-].[NH4+] (ammonium hydroxide). Solvent: C1CCOC1 (THF). Run at time 3 hour. The product is CN1N=C(C=C1)S(=O)(=O)N (1-methyl-1H-pyrazole-3-sulfonamide). Reaction SMILES: [CH3:1][N:2]1[CH:6]=[CH:5][C:4]([S:7](Cl)(=[O:9])=[O:8])=[N:3]1.[OH-].[NH4+:12]>C1COCC1>[CH3:1][N:2]1[CH:6]=[CH:5][C:4]([S:7]([NH2:12])(=[O:9])=[O:8])=[N:3]1 |f:1.2|. Reported procedure: A solution of 1-methyl-1H-pyrazole-3-sulfonyl chloride (3 g, 16.61 mmol) in THF (100 mL) was cooled to 0° C. and to it was added dropwise ammonium hydroxide (6.47 mL, 166 mmol). The reaction mixture was allowed to warm to RT and left to stir for 3 hours. The reaction mixture was concentrated in vacuo. The solid formed was filtered and washed with water (2×20 mL) to give the title compound. The filtrate was extracted with ethyl acetate (3×50 mL). The combined organics were dried over magnesium su... The reactants are O=C(NC1CC1)c1cnc(Br)s1, CC(c1ccc(B2OC(C)(C)C(C)(C)O2)cc1)N1CCC(CC(C)(C)C#N)(c2ccccc2)OC1=O. Yields the product CC(c1ccc(-c2ncc(C(=O)NC3CC3)s2)cc1)N1CCC(CC(C)(C)C#N)(c2ccccc2)OC1=O. As a reaction SMILES: [Br:37][c:38]1[s:39][c:40]([C:43](=[O:44])[NH:45][CH:46]2[CH2:47][CH2:48]2)[cH:41][n:42]1.[CH3:1][C:2]([C:3]#[N:4])([CH2:5][C:6]1([c:30]2[cH:31][cH:32][cH:33][cH:34][cH:35]2)[CH2:7][CH2:8][N:9]([CH:13]([CH3:14])[c:15]2[cH:16][cH:17][c:18]([B:21]3[O:22][C:23]([CH3:24])([CH3:25])[C:26]([CH3:27])([CH3:28])[O:29]3)[cH:19][cH:20]2)[C:10](=[O:12])[O:11]1)[CH3:36]>>[CH3:1][C:2]([C:3]#[N:4])([CH2:5][C:6]1([c:30]2[cH:31][cH:32][cH:33][cH:34][cH:35]2)[CH2:7][CH2:8][N:9]([CH:13]([CH3:14])[c:15]2[cH:16][cH:17][c:18](-[c:38]3[s:39][c:40]([C:43](=[O:44])[NH:45][CH:46]4[CH2:47][CH2:48]4)[cH:41][n:42]3)[cH:19][cH:20]2)[C:10](=[O:12])[O:11]1)[CH3:36]. The reactants are C(=O)([O-])[O-].[Na+].[Na+] (Na2CO3), CC1(COB(OC1)C=1C=CC(=C(C1)N1CCC(CC1)C)[N+](=O)[O-])C (1-[5-(5,5-Dimethyl-[1,3,2]dioxaborinan-2-yl)-2-nitro-phenyl]-4-methyl-piperidine), S1CCC(=CC1)OS(=O)(=O)C(F)(F)F (trifluoromethanesulfonic acid 3,6-dihydro-2H-thiopyran-4-yl ester), [Li+].[Cl-] (LiCl). Reagents/catalysts: C=1C=CC(=CC1)[P](C=2C=CC=CC2)(C=3C=CC=CC3)[Pd]([P](C=4C=CC=CC4)(C=5C=CC=CC5)C=6C=CC=CC6)([P](C=7C=CC=CC7)(C=8C=CC=CC8)C=9C=CC=CC9)[P](C=1C=CC=CC1)(C=1C=CC=CC1)C=1C=CC=CC1 (Pd(PPh3)4). The solvent is CCOC(=O)C (EtOAc), O1CCOCC1 (1,4-dioxane). Run at temperature 80 celsius, time 1 hour. The product is S1CCC(=CC1)C=1C=CC(=C(C1)N1CCC(CC1)C)[N+](=O)[O-] (1-[5-(3,6-Dihydro-2H-thiopyran-4-yl)-2-nitro-phenyl]-4-methyl-piperidine). Yield: 97.0%. Reaction SMILES: CC1(C)COB([C:8]2[CH:9]=[CH:10][C:11]([N+:21]([O-:23])=[O:22])=[C:12]([N:14]3[CH2:19][CH2:18][CH:17]([CH3:20])[CH2:16][CH2:15]3)[CH:13]=2)OC1.[S:25]1[CH2:30][CH:29]=[C:28](OS(C(F)(F)F)(=O)=O)[CH2:27][CH2:26]1.[Li+].[Cl-].C([O-])([O-])=O.[Na+].[Na+]>O1CCOCC1.C1C=CC([P]([Pd]([P](C2C=CC=CC=2)(C2C=CC=CC=2)C2C=CC=CC=2)([P](C2C=CC=CC=2)(C2C=CC=CC=2)C2C=CC=CC=2)[P](C2C=CC=CC=2)(C2C=CC=CC=2)C2C=CC=CC=2)(C2C=CC=CC=2)C2C=CC=CC=2)=CC=1.CCOC(C)=O>[S:25]1[CH2:26][CH:27]=[C:28]([C:8]2[CH:9]=[CH:10][C:11]([N+:21]([O-:23])=[O:22])=[C:12]([N:14]3[CH2:15][CH2:16][CH:17]([CH3:20])[CH2:18][CH2:19]3)[CH:13]=2)[CH2:29][CH2:30]1 |f:2.3,4.5.6,^1:56,58,77,96|. Procedure details: To a mixture of 1-[5-(5,5-dimethyl-[1,3,2]dioxaborinan-2-yl)-2-nitro-phenyl]-4-methyl-piperidine (as prepared in Example 33, step (b), 60 mg, 0.18 mmol), trifluoromethanesulfonic acid 3,6-dihydro-2H-thiopyran-4-yl ester (as prepared in the previous step, 54 mg, 0.22 mmol), Pd(PPh3)4 (31 mg, 0.027 mmol) and LiCl (15 mg, 0.36 mmol) in 1 mL of 1,4-dioxane was added 2.0 M Na2CO3 aq solution (80 μL, 0.16 mmol). The resulting mixture was stirred at 80° C. for 1 h, and then cooled to RT. Treated with 5... As a reaction SMILES: [CH3:38][CH2:39][O:40][C:41](=[O:42])[CH3:43].[H-:36].[Na+:37].[O:44]=[CH:45][N:46]([CH3:47])[CH3:48].[OH:1][CH:2]([CH:3]([c:4]1[cH:5][c:6]([F:12])[c:7]([F:11])[c:8]([F:10])[cH:9]1)[NH:13][C:14]([C:15]([CH2:16][CH2:17][CH2:18][Cl:19])=[CH:20][c:21]1[cH:22][c:23]([F:33])[c:24](-[n:27]2[cH:28][n:29][c:30]([CH3:32])[cH:31]2)[cH:25][cH:26]1)=[O:34])[CH3:35]>>[OH:1][CH:2]([CH:3]([c:4]1[cH:5][c:6]([F:12])[c:7]([F:11])[c:8]([F:10])[cH:9]1)[N:13]1[C:14](=[O:34])[C:15](=[CH:20][c:21]2[cH:22][c:23]([F:33])[c:24](-[n:27]3[cH:28][n:29][c:30]([CH3:32])[cH:31]3)[cH:25][cH:26]2)[CH2:16][CH2:17][CH2:18]1)[CH3:35]. Starting materials: CCOC(C)=O, [H-], [Na+], CN(C)C=O, Cc1cn(-c2ccc(C=C(CCCCl)C(=O)NC(c3cc(F)c(F)c(F)c3)C(C)O)cc2F)cn1. Yields the product Cc1cn(-c2ccc(C=C3CCCN(C(c4cc(F)c(F)c(F)c4)C(C)O)C3=O)cc2F)cn1.